Dataset: the Open Reaction Database (ORD), a public repository of structured organic reaction records. Task: describe an organic reaction: reactants, conditions, products, and yield The reactants are Clc1ccc(-c2ccc(Cl)nn2)cc1, Cl, [I-], N, [Na+], O. Product: Clc1ccc(-c2ccc(I)nn2)cc1. As a reaction SMILES: [Cl:1][c:2]1[cH:3][cH:4][c:5](-[c:8]2[n:9][n:10][c:11]([Cl:14])[cH:12][cH:13]2)[cH:6][cH:7]1.[ClH:17].[I-:15].[NH3:18].[Na+:16].[OH2:19]>>[Cl:1][c:2]1[cH:3][cH:4][c:5](-[c:8]2[n:9][n:10][c:11]([I:15])[cH:12][cH:13]2)[cH:6][cH:7]1. Reaction conditions: temperature 0 celsius, time 30 minute. Reactants: C(C)(=O)OCC=1SCC(N1)(O)CCl (2-acetoxymethyl-4-chloromethyl-4-hydroxythiazoline), C(C)OCC (diethyl ether). RXN SMILES: C([O:4][CH2:5][C:6]1[S:7][CH2:8][C:9]([CH2:12][Cl:13])(O)[N:10]=1)(=O)C.C(OCC)C>Cl.C(O)(C)C>[ClH:13].[Cl:13][CH2:12][C:9]1[N:10]=[C:6]([CH2:5][OH:4])[S:7][CH:8]=1 |f:4.5|. Solvent: C(C)(C)O (isopropanol), Cl (hydrogen chloride). Yield: 93.0%. The product is Cl.ClCC=1N=C(SC1)CO (4-chloromethyl-2-hydroxymethylthiazole hydrochloride). Procedure details: 7.48 g of 2-acetoxymethyl-4-chloromethyl-4-hydroxythiazoline, prepared according to either Example 3 or 4, was suspended in 20 ml of 5N hydrogen chloride in isopropanol and heated to reflux for 45 minutes. The suspension was cooled in an ice bath and 30 ml of diethyl ether added dropwise over 30 minutes. The slurry was stirred a further 30 minutes at 0° C. and the precipitate filtered, washed with ether and dried under vacuum. 4-chloromethyl-2-hydroxymethylthiazole hydrochloride, 6.22 g (93% yie... Starting materials: C1(CCCC1)NC1=NC(=NC(=C1C)C)NCC1=NC=CC=C1 (N4-cyclopentyl-5,6-dimethyl-N2-(pyridin-2-ylmethyl)pyrimidine-2,4-diamine), C1(CCCCCC1)N (1-cycloheptylamine). The product is C1(CCCCCC1)NC1=NC(=NC(=C1C)C)NCC1=NC=CC=C1 (N4-cycloheptyl-5,6-dimethyl-N2-(pyridin-2-ylmethyl)pyrimidine-2,4-diamine). Reaction SMILES: [CH:1]1([NH:6][C:7]2[C:12]([CH3:13])=[C:11]([CH3:14])[N:10]=[C:9]([NH:15][CH2:16][C:17]3[CH:22]=[CH:21][CH:20]=[CH:19][N:18]=3)[N:8]=2)[CH2:5][CH2:4][CH2:3][CH2:2]1.[CH:23]1(N)CCCCC[CH2:24]1>>[CH:1]1([NH:6][C:7]2[C:12]([CH3:13])=[C:11]([CH3:14])[N:10]=[C:9]([NH:15][CH2:16][C:17]3[CH:22]=[CH:21][CH:20]=[CH:19][N:18]=3)[N:8]=2)[CH2:5][CH2:4][CH2:3][CH2:2][CH2:24][CH2:23]1. Reported procedure: The titled compound was synthesized according to the procedure described for preparation of N4-cyclopentyl-5,6-dimethyl-N2-(pyridin-2-ylmethyl)pyrimidine-2,4-diamine (Example 29) using 1-cycloheptylamine instead of cyclopentanamine. The crude material was purified by column chromatography eluting with mixture of chloroform/ethanol/20% water solution of ammonia (200:10:1), and then the final product was washed with diethyl ether to afford the titled compound as a white solid. 1H NMR (300 MHz, DMS...